From a dataset of the Open Reaction Database (ORD), a public repository of structured organic reaction records. describe an organic reaction: reactants, conditions, products, and yield Starting materials: O1C=C(C=C1)/C=C/C(=O)OCC (ethyl (E)-3-(3-furyl)acrylate), O.NN (hydrazine monohydrate), C(C)(=O)O (acetic acid), I(=O)(=O)(=O)[O-].[Na+] (sodium periodate). Reagents/catalysts: [Cu]=S (copper sulfide). The solvent is C(C)O (ethanol), O (water). Conditions: time 1 day. Product: O1C=C(C=C1)CCC(=O)OCC (ethyl 3-(3-furyl)propionate). RXN SMILES: [O:1]1[CH:5]=[CH:4][C:3](/[CH:6]=[CH:7]/[C:8]([O:10][CH2:11][CH3:12])=[O:9])=[CH:2]1.O.NN.C(O)(=O)C.I([O-])(=O)(=O)=O.[Na+]>C(O)C.O.[Cu]=S>[O:1]1[CH:5]=[CH:4][C:3]([CH2:6][CH2:7][C:8]([O:10][CH2:11][CH3:12])=[O:9])=[CH:2]1 |f:1.2,4.5|. Procedure details: To a solution of 8.186 g (49.26 mmol) of ethyl (E)-3-(3-furyl)acrylate, 24.7 g (493 mmol) of hydrazine monohydrate, 5 ml of acetic acid and 5 ml of saturated aqueous copper sulfide in 500 ml of ethanol, a solution of 52.7 g (246 mmol) of sodium periodate in 300 ml of water was added dropwise over a period of 1 hour, followed by stirring at room temperature for 1 day. The reaction mixture was extracted with ether 3 times. The combined organic layer was washed with dilute hydrochloric acid and the... The reactants are O=C(Cl)OCc1ccc([N+](=O)[O-])cc1, NCCCC(=O)O, [Na+], [OH-]. The product is O=C(O)CCCNC(=O)OCc1ccc([N+](=O)[O-])cc1. RXN SMILES: [N+:8](=[O:9])([O-:10])[c:11]1[cH:12][cH:13][c:14]([CH2:15][O:16][C:17](=[O:18])[Cl:19])[cH:20][cH:21]1.[NH2:1][CH2:2][CH2:3][CH2:4][C:5](=[O:6])[OH:7].[Na+:23].[OH-:22]>>[NH:1]([CH2:2][CH2:3][CH2:4][C:5](=[O:6])[OH:7])[C:17]([O:16][CH2:15][c:14]1[cH:13][cH:12][c:11]([N+:8](=[O:9])[O-:10])[cH:21][cH:20]1)=[O:18]. The reactants are FC1=C(C(=O)OCC(=C)C)C(=CC=C1F)OCC(=C)C (2-methylallyl 2,3-difluoro-6-(2-methylallyloxy)benzoate). The solvent is CN1CCCC1=O (NMP). Yields the product FC1=C(C(=O)OCC(=C)C)C(=C(C=C1F)CC(=C)C)O (2-methylallyl 2,3-difluoro-6-hydroxy-5-(2-methylallyl)benzoate). The yield is 200.0%. Reaction SMILES: [F:1][C:2]1[C:14]([F:15])=[CH:13][CH:12]=[C:11]([O:16]CC(C)=C)[C:3]=1[C:4]([O:6][CH2:7][C:8]([CH3:10])=[CH2:9])=[O:5]>CN1C(=O)CCC1>[F:1][C:2]1[C:14]([F:15])=[CH:13][C:12]([CH2:4][C:3]([CH3:11])=[CH2:2])=[C:11]([OH:16])[C:3]=1[C:4]([O:6][CH2:7][C:8]([CH3:10])=[CH2:9])=[O:5]. Reported procedure: A solution of 2-methylallyl 2,3-difluoro-6-(2-methylallyloxy)benzoate (733) (1.53 g, 5.42 mmol) in NMP (3.5 mL) was heated in the microwave at 200° C. for 6 h. The solvent was removed in vacuo to provide 2-methylallyl 2,3-difluoro-6-hydroxy-5-(2-methylallyl)benzoate (734) (1.53 g) which was directly used in the next step reaction without further purification. Starting materials: CO, Cc1sc(C(=O)O)cc1[N+](=O)[O-], CCOC(C)=O, O, O=S(=O)(O)O. Product: COC(=O)c1cc([N+](=O)[O-])c(C)s1. RXN SMILES: [CH3:19][OH:20].[CH3:1][c:2]1[c:3]([N+:10](=[O:11])[O-:12])[cH:4][c:5]([C:7](=[O:8])[OH:9])[s:6]1.[CH3:21][CH2:22][O:23][C:24]([CH3:25])=[O:26].[OH2:18].[S:13](=[O:14])(=[O:15])([OH:16])[OH:17]>>[CH3:1][c:2]1[c:3]([N+:10](=[O:11])[O-:12])[cH:4][c:5]([C:7](=[O:8])[O:9][CH3:19])[s:6]1. Starting materials: ClC1=C(N)C=CC(=C1)I (2-chloro-4-iodoaniline), C(C)#N (acetonitrile), C(C1=CC=CC=C1)(C1=CC=CC=C1)O (benzhydrol), C(C)#N (acetonitrile). The reagents and catalysts are C1(=CC=CC=C1)S(=O)(=O)O (benzenesulfonic acid). The solvent is O (Water). Conditions: temperature 80 celsius, time 2 hour. The product is C(C1=CC=CC=C1)(C1=CC=CC=C1)NC1=C(C=C(C=C1)Cl)I (benzhydryl-(4-chloro-2-iodo-phenyl)-amine). As a reaction SMILES: [CH:1](O)([C:8]1[CH:13]=[CH:12][CH:11]=[CH:10][CH:9]=1)[C:2]1[CH:7]=[CH:6][CH:5]=[CH:4][CH:3]=1.C(#[N:17])C.[Cl:18][C:19]1[CH:25]=[C:24]([I:26])[CH:23]=[CH:22][C:20]=1N>C1(S(O)(=O)=O)C=CC=CC=1.O>[CH:1]([NH:17][C:23]1[CH:22]=[CH:20][C:19]([Cl:18])=[CH:25][C:24]=1[I:26])([C:8]1[CH:13]=[CH:12][CH:11]=[CH:10][CH:9]=1)[C:2]1[CH:7]=[CH:6][CH:5]=[CH:4][CH:3]=1. Procedure details: A solution of benzhydrol (13.5 g, 73.3 mmol) and acetonitrile (56 mL) was added over 1 h to a warm (80° C.), stirred solution of 2-chloro-4-iodoaniline (16 g, 63.1 mmol), benzenesulfonic acid (0.323 g, 2.0 mmol) and acetonitrile (53 mL). The solution was maintained at 80° C. for an additional 2.5 h. The mixture was allowed to cool to room temperature. Water (31 mL) was added over 1 h to the stirred mixture. The mixture was stirred for 2 h at room temperature. The solid product was collected by f... The reactants are OC(C(=O)OCCCl)(C)C (2-chloroethyl 2-hydroxy-2-methylpropionate), C(CO)(=O)OC (methyl glycolate), C(C)(C)(C)C1=CC=CC=C1 (tert-butylbenzene), C(C)OCC (ethyl ether), OC(C(=O)OCCCl)(C)C (2-chloroethyl 2-hydroxy-2-methylpropionate). Product: OC(C(=O)OCC(=O)OC)(C)C (2-methoxy-2-oxoethyl 2-hydroxy-2-methylpropionate). As a reaction SMILES: [OH:1][C:2]([CH3:10])([CH3:9])[C:3]([O:5][CH2:6][CH2:7]Cl)=[O:4].C(OC)(=O)[CH2:12][OH:13].C(C1C=CC=CC=1)(C)(C)C.C([O:29]CC)C>>[OH:1][C:2]([CH3:10])([CH3:9])[C:3]([O:5][CH2:6][C:7]([O:13][CH3:12])=[O:29])=[O:4]. Procedure: A 6 mL aliquot of an ethyl ether solution containing 0.25M 2-chloroethyl 2-hydroxy-2-methylpropionate, 0.25M methyl glycolate, and 0.125% tert-butylbenzene was added to 0.5 g Lipase P30. After mixing for 48 hr at room temperature, the conversion of 2-chloroethyl 2-hydroxy-2-methylpropionate to the title compound was estimated (by GC, Method A) to be 47%. The GC peak assigned to the title compound was confirmed by HRMS: calcd for C6H10O5Tms (M-CH3) 233.0845, obsd 233.0870. In identical reactions ...